This data is from the Open Reaction Database (ORD), a public repository of structured organic reaction records. The task is: describe an organic reaction: reactants, conditions, products, and yield Reported procedure: From 2,3-dichlorobenzoic acid and 2-(4-methoxy-phenyl)-2-piperidin-1-yl-ethylamine. Starting materials: ClC1=C(C(=O)O)C=CC=C1Cl (2,3-dichlorobenzoic acid), COC1=CC=C(C=C1)C(CN)N1CCCCC1 (2-(4-methoxy-phenyl)-2-piperidin-1-yl-ethylamine). Yields the product ClC1=C(C(=O)NCC(N2CCCCC2)C2=CC=C(C=C2)OC)C=CC=C1Cl (2,3-Dichloro-N-[2-(4-methoxy-phenyl)-2-piperidin-1-yl-ethyl]-benzamide). As a reaction SMILES: [Cl:1][C:2]1[C:10]([Cl:11])=[CH:9][CH:8]=[CH:7][C:3]=1[C:4]([OH:6])=O.[CH3:12][O:13][C:14]1[CH:19]=[CH:18][C:17]([CH:20]([N:23]2[CH2:28][CH2:27][CH2:26][CH2:25][CH2:24]2)[CH2:21][NH2:22])=[CH:16][CH:15]=1>>[Cl:1][C:2]1[C:10]([Cl:11])=[CH:9][CH:8]=[CH:7][C:3]=1[C:4]([NH:22][CH2:21][CH:20]([C:17]1[CH:16]=[CH:15][C:14]([O:13][CH3:12])=[CH:19][CH:18]=1)[N:23]1[CH2:28][CH2:27][CH2:26][CH2:25][CH2:24]1)=[O:6]. The reactants are O=C1C2=NCCCN2c2cc(Cl)ccc21, O=[N+]([O-])O, O=S(=O)(O)O. RXN SMILES: [Cl:1][c:2]1[cH:3][cH:4][c:5]2[c:9]([cH:10]1)[N:8]1[C:7](=[N:14][CH2:13][CH2:12][CH2:11]1)[C:6]2=[O:15].[OH:16][N+:17]([O-:18])=[O:19].[S:20](=[O:21])(=[O:22])([OH:23])[OH:24]>>[Cl:1][c:2]1[c:3]([N+:17](=[O:16])[O-:18])[cH:4][c:5]2[c:9]([cH:10]1)[N:8]1[C:7](=[N:14][CH2:13][CH2:12][CH2:11]1)[C:6]2=[O:15]. Product: O=C1C2=NCCCN2c2cc(Cl)c([N+](=O)[O-])cc21. Starting materials: [Cu] (Copper), C(CCCCCCCCCCCCCCC)(=O)O (palmitic acid), graphite. Reagents/catalysts: O.[Cl-].C(C)[N+](CC)(CC)CC (tetraethylammonium chloride hydrate). Run in CO (methanol). Yields the product C(CCCCCCCCCCCCCCC)(=O)[O-].[Cu+2].C(CCCCCCCCCCCCCCC)(=O)[O-] (copper palmitate). Yield: 15.1%. As a reaction SMILES: [C:1]([OH:18])(=[O:17])[CH2:2][CH2:3][CH2:4][CH2:5][CH2:6][CH2:7][CH2:8][CH2:9][CH2:10][CH2:11][CH2:12][CH2:13][CH2:14][CH2:15][CH3:16].[Cu:19]>O.[Cl-].C([N+](CC)(CC)CC)C.CO>[C:1]([O-:18])(=[O:17])[CH2:2][CH2:3][CH2:4][CH2:5][CH2:6][CH2:7][CH2:8][CH2:9][CH2:10][CH2:11][CH2:12][CH2:13][CH2:14][CH2:15][CH3:16].[Cu+2:19].[C:1]([O-:18])(=[O:17])[CH2:2][CH2:3][CH2:4][CH2:5][CH2:6][CH2:7][CH2:8][CH2:9][CH2:10][CH2:11][CH2:12][CH2:13][CH2:14][CH2:15][CH3:16] |f:2.3.4,6.7.8|. Reported procedure: To a reaction flask was charged 20.77 g (0.08 mole) of palmitic acid, 60 g methanol and 0.50 g of tetraethylammonium chloride hydrate. Copper foil was used as the anode and a graphite rod as the cathode. A blue solid precipitated during the reaction which had to be removed from the anode surface. After passing 9,690 coulombs of electricity, 3.77 g (0.05 g mole) of copper was consumed. The solid was then filtered and dried to give a blue solid material of copper palmitate containing 15.1% copper. Starting materials: C(C1=CC=CC=C1)N1CC(C(CC1)C(=O)OCC)=O (ethyl 1-benzyl-3-oxo-4-piperidinecarboxylate), [BH4-].[Na+] (sodium borohydride), O (Water). The solvent is C(C)O (ethanol). Run at time 9 hour. The product is C(C1=CC=CC=C1)N1CC(C(CC1)CO)O (1-benzyl-3-hydroxy-4-hydroxymethylpiperidine). The yield is 59.3%. Reaction SMILES: [CH2:1]([N:8]1[CH2:13][CH2:12][CH:11]([C:14](OCC)=[O:15])[C:10](=[O:19])[CH2:9]1)[C:2]1[CH:7]=[CH:6][CH:5]=[CH:4][CH:3]=1.[BH4-].[Na+].O>C(O)C>[CH2:1]([N:8]1[CH2:13][CH2:12][CH:11]([CH2:14][OH:15])[CH:10]([OH:19])[CH2:9]1)[C:2]1[CH:3]=[CH:4][CH:5]=[CH:6][CH:7]=1 |f:1.2|. Procedure: To a solution of ethyl 1-benzyl-3-oxo-4-piperidinecarboxylate (21 g) in ethanol (20 ml) was added sodium borohydride (9.1 g) under ice-cooling, and the resulting mixture was stirred at room temperature for 9 hr. Water was added to the reaction mixture, and the mixture was extracted with chloroform. The organic layer was washed with brine and dried. The solvent was evaporated under reduced pressure, and the obtained residue was purified by silica gel column chromatography to give 10.55 g of 1-ben... The reactants are ClC1=C(C=CC=C1)B(O)O (2-chlorophenyl boronic acid), C([O-])([O-])=O.[K+].[K+] (potassium carbonate), C(C)(C)(C)OC(=O)N1N=C(C2=CC=C(C=C12)OC1=C(C=CC=C1)F)I (6-(2-Fluoro-phenoxy)-3-iodo-indazole-1-carboxylic acid tert-butyl ester). Reagents/catalysts: C=1C=CC(=CC1)[P](C=2C=CC=CC2)(C=3C=CC=CC3)[Pd]([P](C=4C=CC=CC4)(C=5C=CC=CC5)C=6C=CC=CC6)([P](C=7C=CC=CC7)(C=8C=CC=CC8)C=9C=CC=CC9)[P](C=1C=CC=CC1)(C=1C=CC=CC1)C=1C=CC=CC1 ((Ph3P)4Pd). The solvent is C(C)O (ethanol), O (water), O1CCOCC1 (dioxane). Conditions: time 10 minute. Product: C(C)(C)(C)OC(=O)N1N=C(C2=CC=C(C=C12)OC1=C(C=CC=C1)F)C1=C(C=CC=C1)Cl (3-(2-Chloro-phenyl)-6-(2-fluoro-phenoxy)-indazole-1-carboxylic acid tert-butyl ester). Isolated yield 68.4%. RXN SMILES: [C:1]([O:5][C:6]([N:8]1[C:16]2[C:11](=[CH:12][CH:13]=[C:14]([O:17][C:18]3[CH:23]=[CH:22][CH:21]=[CH:20][C:19]=3[F:24])[CH:15]=2)[C:10](I)=[N:9]1)=[O:7])([CH3:4])([CH3:3])[CH3:2].[Cl:26][C:27]1[CH:32]=[CH:31][CH:30]=[CH:29][C:28]=1B(O)O.C(=O)([O-])[O-].[K+].[K+]>O1CCOCC1.C(O)C.O.C1C=CC([P]([Pd]([P](C2C=CC=CC=2)(C2C=CC=CC=2)C2C=CC=CC=2)([P](C2C=CC=CC=2)(C2C=CC=CC=2)C2C=CC=CC=2)[P](C2C=CC=CC=2)(C2C=CC=CC=2)C2C=CC=CC=2)(C2C=CC=CC=2)C2C=CC=CC=2)=CC=1>[C:1]([O:5][C:6]([N:8]1[C:16]2[C:11](=[CH:12][CH:13]=[C:14]([O:17][C:18]3[CH:23]=[CH:22][CH:21]=[CH:20][C:19]=3[F:24])[CH:15]=2)[C:10]([C:28]2[CH:29]=[CH:30][CH:31]=[CH:32][C:27]=2[Cl:26])=[N:9]1)=[O:7])([CH3:4])([CH3:3])[CH3:2] |f:2.3.4,^1:55,57,76,95|. Procedure: To a solution of (Ph3P)4Pd (36 mg, 0.03 mmol) in dioxane ( 4 mL) under Argon was added 6-(2-Fluoro-phenoxy)-3-iodo-indazole-1-carboxylic acid tert-butyl ester (140 mg, 0.3 mmol) and the solution was stirred for 10 min, then 2-chlorophenyl boronic acid (96.4 mg, 0.6 mmol) in ethanol (1.2 mL) was added. After 10 min potassium carbonate (132 mg, 0.9 mmol) in water (0.4 mL) was added and the mixture was stirred at 85° C. under Argon for 18 h. The mixture was cooled to room temperature, filtered thro... Starting materials: C(C)OC(CC[C@@H]1CC[C@H](CC1)CCN(C)C(=O)OC(C)(C)C)=O (trans-3-{4-[2-(tert-butoxycarbonyl-methyl-amino)-ethyl]-cyclohexyl}-propionic acid ethyl ester), [H-].[Al+3].[Li+].[H-].[H-].[H-] (lithium aluminium hydride). Solvent: O1CCCC1 (tetrahydrofuran). Run at time 1 hour. Yields the product C(C)(C)(C)OC(N(C)CC[C@@H]1CC[C@H](CC1)CCCO)=O (trans-{2-[4-(3-hydroxy-propyl)-cyclohexyl]-ethyl}-methyl-carbamic acid tert-butyl ester). As a reaction SMILES: C([O:3][C:4](=O)[CH2:5][CH2:6][C@H:7]1[CH2:12][CH2:11][C@H:10]([CH2:13][CH2:14][N:15]([C:17]([O:19][C:20]([CH3:23])([CH3:22])[CH3:21])=[O:18])[CH3:16])[CH2:9][CH2:8]1)C.[H-].[Al+3].[Li+].[H-].[H-].[H-]>O1CCCC1>[C:20]([O:19][C:17](=[O:18])[N:15]([CH2:14][CH2:13][C@H:10]1[CH2:9][CH2:8][C@H:7]([CH2:6][CH2:5][CH2:4][OH:3])[CH2:12][CH2:11]1)[CH3:16])([CH3:21])([CH3:23])[CH3:22] |f:1.2.3.4.5.6|. Reported procedure: To a solution of trans-3-{4-[2-(tert-butoxycarbonyl-methyl-amino)-ethyl]-cyclohexyl}-propionic acid ethyl ester in 40 ml of tetrahydrofuran was added under ice-cooling 547 mg (14.0 mmol) of lithium aluminium hydride in small portions. The reaction mixture was then stirred for 1 hour at room temperature. To destroy the excess of lithium aluminium hydride, 50 ml of brine was added to the reaction mixture under ice-cooling. It was then partitioned between ether and water, the organic layer was drie... Starting materials: Br, CCSc1c(CN(C)C)cccc1OC, CCOCC, CC(=O)O. Yields the product Br, CCSc1c(O)cccc1CN(C)C. RXN SMILES: [BrH:1].[CH2:6]([CH3:7])[S:8][c:9]1[c:10]([CH2:11][N:12]([CH3:13])[CH3:14])[cH:15][cH:16][cH:17][c:18]1[O:19][CH3:20].[CH3:21][CH2:22][O:23][CH2:24][CH3:25].[CH3:2][C:3](=[O:4])[OH:5]>>[BrH:1].[CH2:6]([CH3:7])[S:8][c:9]1[c:10]([CH2:11][N:12]([CH3:13])[CH3:14])[cH:15][cH:16][cH:17][c:18]1[OH:19]. RXN SMILES: [CH3:20][CH:21]([CH3:22])[c:23]1[cH:24][cH:25][c:26]([CH:27]=[O:28])[cH:29][cH:30]1.[N:1]1([c:7]2[cH:8][cH:9][c:10]3[n:11]([n:12]2)[c:13]([C:16]([F:17])([F:18])[F:19])[n:14][n:15]3)[CH2:2][CH2:3][NH:4][CH2:5][CH2:6]1>>[N:1]1([c:7]2[cH:8][cH:9][c:10]3[n:11]([n:12]2)[c:13]([C:16]([F:17])([F:18])[F:19])[n:14][n:15]3)[CH2:2][CH2:3][N:4]([CH2:27][c:26]2[cH:25][cH:24][c:23]([CH:21]([CH3:20])[CH3:22])[cH:30][cH:29]2)[CH2:5][CH2:6]1. Reactants: CC(C)c1ccc(C=O)cc1, FC(F)(F)c1nnc2ccc(N3CCNCC3)nn12. Yields the product CC(C)c1ccc(CN2CCN(c3ccc4nnc(C(F)(F)F)n4n3)CC2)cc1.